This data is from the Open Reaction Database (ORD), a public repository of structured organic reaction records. The task is: describe an organic reaction: reactants, conditions, products, and yield The reactants are [Br-], CC[Mg+], CCOCC, O=Cc1ccc2nc(-c3ccc(C(F)(F)F)cc3)sc2c1, O. Product: CCC(O)c1ccc2nc(-c3ccc(C(F)(F)F)cc3)sc2c1. Reaction SMILES: [Br-:1].[CH2:2]([CH3:3])[Mg+:4].[CH3:26][CH2:27][O:28][CH2:29][CH3:30].[F:5][C:6]([c:7]1[cH:8][cH:9][c:10](-[c:13]2[s:14][c:15]3[c:16]([n:17]2)[cH:18][cH:19][c:20]([CH:22]=[O:23])[cH:21]3)[cH:11][cH:12]1)([F:24])[F:25].[OH2:31]>>[CH2:2]([CH3:3])[CH:22]([c:20]1[cH:19][cH:18][c:16]2[c:15]([s:14][c:13](-[c:10]3[cH:9][cH:8][c:7]([C:6]([F:5])([F:24])[F:25])[cH:12][cH:11]3)[n:17]2)[cH:21]1)[OH:23]. Reactants: COC1=C(C=CC(=C1)CNCCCNCCCCNCCCNCC2=CC(=C(C=C2)O)OC)O.C(C)(=O)NC(C(=O)O)C1C(C2=CC=CC=C2CC1)=O (dl-6 acetylamino-1-oxo-1,2,3,4-tetrahydro-naphth-2-yl-acetic acid), O.NN (hydrazine hydrate). Run in C(C)O (ethanol). Yields the product C(C)(=O)NC=1C=CC2=C(CCC3CC(NN=C23)=O)C1 (8-acetylamino-4,4a,5,6-tetrahydro-2H-benzo(h)-cinnolin-3-one). As a reaction SMILES: COC1C=[C:7]([CH2:9][NH:10]CCCNCCCCNCCCNCC2C=CC(O)=C(OC)C=2)C=CC=1O.C(N[CH:39]([CH:43]1[CH2:52][CH2:51][C:50]2[C:45](=[CH:46][CH:47]=[CH:48][CH:49]=2)[C:44]1=O)[C:40]([OH:42])=O)(=O)C.[OH2:54].[NH2:55][NH2:56]>C(O)C>[C:9]([NH:10][C:48]1[CH:47]=[CH:46][C:45]2[C:44]3[CH:43]([CH2:39][C:40](=[O:42])[NH:55][N:56]=3)[CH2:52][CH2:51][C:50]=2[CH:49]=1)(=[O:54])[CH3:7] |f:0.1,2.3|. Procedure details: A solution of dl-6-acetylamino-1-oxo-1,2,3,4-tetrahydro-naphth-2-yl-acetic acid (3.27 g) in ethanol (60 ml) was treated with 90% hydrazine hydrate (1 ml) and heated at the reflux temperature for 3 hrs. After cooling at 0°-5° C., the precipitate is separated by filtration and recrystallized from acetone-ethanol to yield 8-acetylamino-4,4a,5,6-tetrahydro-2H-benzo(h)-cinnolin-3-one m.p. 284° C. Starting materials: O=C(O)Cn1c(-c2cccs2)ncc(NC(=O)OCc2ccccc2)c1=O, NC(Cc1ccccc1)C(O)C(F)(F)F, CN(C)C=O, On1nnc2ccccc21. The product is O=C(Cn1c(-c2cccs2)ncc(NC(=O)OCc2ccccc2)c1=O)NC(Cc1ccccc1)C(O)C(F)(F)F. RXN SMILES: [CH2:1]([c:2]1[cH:3][cH:4][cH:5][cH:6][cH:7]1)[O:8][C:9](=[O:10])[NH:11][c:12]1[cH:13][n:14][c:15](-[c:23]2[s:24][cH:25][cH:26][cH:27]2)[n:16]([CH2:19][C:20](=[O:21])[OH:22])[c:17]1=[O:18].[NH2:28][CH:29]([CH:30]([C:31]([F:32])([F:33])[F:34])[OH:35])[CH2:36][c:37]1[cH:38][cH:39][cH:40][cH:41][cH:42]1.[O:53]=[CH:54][N:55]([CH3:56])[CH3:57].[OH:43][n:44]1[c:45]2[c:46]([cH:47][cH:48][cH:49][cH:50]2)[n:51][n:52]1>>[CH2:1]([c:2]1[cH:3][cH:4][cH:5][cH:6][cH:7]1)[O:8][C:9](=[O:10])[NH:11][c:12]1[cH:13][n:14][c:15](-[c:23]2[s:24][cH:25][cH:26][cH:27]2)[n:16]([CH2:19][C:20](=[O:21])[NH:28][CH:29]([CH:30]([C:31]([F:32])([F:33])[F:34])[OH:35])[CH2:36][c:37]2[cH:38][cH:39][cH:40][cH:41][cH:42]2)[c:17]1=[O:18]. The reactants are CC1(OC=2C(=CC=3N=C(C(=NC3C2)C(=O)O)C(=O)O)O1)C (2,2-Dimethyl-1,3-dioxolo[4,5 g]-quinoxaline-6,7-dicarboxylic acid). Solvent: Cl (HCl). Reaction conditions: temperature 75 celsius. Yields the product OC=1C=C2N=C(C(=NC2=CC1O)C(=O)O)C(=O)O (6,7-Dihydroxyquinoxaline-2,3-dicarboxylic acid). Reaction SMILES: CC1(C)[O:20][C:5]2=[CH:6][C:7]3[N:8]=[C:9]([C:17]([OH:19])=[O:18])[C:10]([C:14]([OH:16])=[O:15])=[N:11][C:12]=3[CH:13]=[C:4]2[O:3]1>Cl>[OH:3][C:4]1[CH:13]=[C:12]2[C:7](=[CH:6][C:5]=1[OH:20])[N:8]=[C:9]([C:17]([OH:19])=[O:18])[C:10]([C:14]([OH:16])=[O:15])=[N:11]2. Reported procedure: Compound from Example 3E (145 mg, 0.5 mmole) was slurried in 10 ml of concentrated HCl and heated at 75° C. for 1 hour with stirring. On initial heating, the compound dissolved, then a precipitate eventually formed. The slurry was evaporated to dryness in vacuo. The residue was initially soluble in water but formed a yellowbrown precipitate within a few minutes. The water was evaporated again and the residue was dried in vacuo for 3 hours to give the title compound as a brown solid, 125 mg, m.p....